This data is from the Open Reaction Database (ORD), a public repository of structured organic reaction records. The task is: describe an organic reaction: reactants, conditions, products, and yield Reactants: N#Cc1ccc(B(O)O)cc1, Cc1ccccc1, COc1nc(C)cnc1N(C(=O)OCC(C)C)S(=O)(=O)c1cccnc1Cl, [F-], [K+], CC(=O)[O-], CC(=O)[O-], O, [Pd+2]. Yields the product COc1nc(C)cnc1N(C(=O)OCC(C)C)S(=O)(=O)c1cccnc1-c1ccc(C#N)cc1. Reaction SMILES: [C:28](#[N:29])[c:30]1[cH:31][cH:32][c:33]([B:36]([OH:37])[OH:38])[cH:34][cH:35]1.[CH3:42][c:43]1[cH:44][cH:45][cH:46][cH:47][cH:48]1.[Cl:1][c:2]1[n:3][cH:4][cH:5][cH:6][c:7]1[S:8](=[O:9])(=[O:10])[N:11]([c:12]1[n:13][cH:14][c:15]([CH3:20])[n:16][c:17]1[O:18][CH3:19])[C:21](=[O:22])[O:23][CH2:24][CH:25]([CH3:26])[CH3:27].[F-:39].[K+:40].[O-:50][C:51]([CH3:52])=[O:53].[O-:54][C:55]([CH3:56])=[O:57].[OH2:41].[Pd+2:49]>>[c:2]1(-[c:33]2[cH:32][cH:31][c:30]([C:28]#[N:29])[cH:35][cH:34]2)[n:3][cH:4][cH:5][cH:6][c:7]1[S:8](=[O:9])(=[O:10])[N:11]([c:12]1[n:13][cH:14][c:15]([CH3:20])[n:16][c:17]1[O:18][CH3:19])[C:21](=[O:22])[O:23][CH2:24][CH:25]([CH3:26])[CH3:27]. Starting materials: CN1C(=CC2=CC=CC=C12)C=O (1-methyl-1H-indole-2-carbaldehyde), CC(C(=O)NC1=CC(=CC=C1)C1CCNCC1)C (2-methyl-N-[3-(4-piperidinyl)phenyl]propanamide). Solvent: CC(=O)O (HOAc). Product: CC(C(=O)NC1=CC(=CC=C1)C1CCN(CC1)CC=1N(C2=CC=CC=C2C1)C)C (2-METHYL-N-(3-{1-[(1-METHYL-1H-INDOL-2-YL)METHYL]-4-PIPERIDINYL}PHENYL)PROPANAMIDE). RXN SMILES: [CH3:1][N:2]1[C:10]2[C:5](=[CH:6][CH:7]=[CH:8][CH:9]=2)[CH:4]=[C:3]1[CH:11]=O.[CH3:13][CH:14]([CH3:30])[C:15]([NH:17][C:18]1[CH:23]=[CH:22][CH:21]=[C:20]([CH:24]2[CH2:29][CH2:28][NH:27][CH2:26][CH2:25]2)[CH:19]=1)=[O:16]>CC(O)=O>[CH3:13][CH:14]([CH3:30])[C:15]([NH:17][C:18]1[CH:23]=[CH:22][CH:21]=[C:20]([CH:24]2[CH2:29][CH2:28][N:27]([CH2:11][C:3]3[N:2]([CH3:1])[C:10]4[C:5]([CH:4]=3)=[CH:6][CH:7]=[CH:8][CH:9]=4)[CH2:26][CH2:25]2)[CH:19]=1)=[O:16]. Reported procedure: Prepared by Procedure F and Scheme R, without HOAc, using 1-methyl-1H-indole-2-carbaldehyde and 2-methyl-N-[3-(4-piperidinyl)phenyl]propanamide: ESMS m/e: 390.3 (M+H)+. Starting materials: BrCCOc1ccccc1, COC(=O)c1ccccc1O, O=C([O-])[O-], CN(C)C=O, [K+], [K+], O. Product: COC(=O)c1ccccc1OCCOc1ccccc1. RXN SMILES: [Br:12][CH2:13][CH2:14][O:15][c:16]1[cH:17][cH:18][cH:19][cH:20][cH:21]1.[C:1]([c:2]1[c:3]([OH:4])[cH:5][cH:6][cH:7][cH:8]1)(=[O:9])[O:10][CH3:11].[C:22](=[O:23])([O-:24])[O-:25].[CH3:29][N:30]([CH3:31])[CH:32]=[O:33].[K+:26].[K+:27].[OH2:28]>>[C:1]([c:2]1[c:3]([O:4][CH2:13][CH2:14][O:15][c:16]2[cH:17][cH:18][cH:19][cH:20][cH:21]2)[cH:5][cH:6][cH:7][cH:8]1)(=[O:9])[O:10][CH3:11].